This data is from the Open Reaction Database (ORD), a public repository of structured organic reaction records. The task is: describe an organic reaction: reactants, conditions, products, and yield The reactants are C(C)OC(C(C(O)C1=CC=C(C=C1)OCCNC(=O)OC(C)(C)C)OCC)=O (3-[4-(2-tert-butoxycarbonylaminoethoxy)phenyl]-2-ethoxy-3-hydroxypropionic acid ethyl ester), C(C)[SiH](CC)CC (triethylsilane). Solvent: FC(C(=O)O)(F)F (trifluoroacetic acid), C(C)(=O)OCC (ethyl acetate). Run at time 2.5 day. Yields the product C(C)OC(C(CC1=CC=C(C=C1)OCCN)OCC)=O (3-[4-(2-aminoethoxy)phenyl]-2-ethoxypropionic acid ethyl ester). Isolated yield 73.9%. As a reaction SMILES: [CH2:1]([O:3][C:4](=[O:28])[CH:5]([O:25][CH2:26][CH3:27])[CH:6]([C:8]1[CH:13]=[CH:12][C:11]([O:14][CH2:15][CH2:16][NH:17]C(OC(C)(C)C)=O)=[CH:10][CH:9]=1)O)[CH3:2].C([SiH](CC)CC)C>FC(F)(F)C(O)=O.C(OCC)(=O)C>[CH2:1]([O:3][C:4](=[O:28])[CH:5]([O:25][CH2:26][CH3:27])[CH2:6][C:8]1[CH:13]=[CH:12][C:11]([O:14][CH2:15][CH2:16][NH2:17])=[CH:10][CH:9]=1)[CH3:2]. Procedure details: The compound obtained in Step b (53.7 mg) was dissolved in trifluoroacetic acid (2 ml), added with triethylsilane (0.4 ml, Aldrich) and stirred at room temperature for 2.5 days. The reaction mixture was diluted with ethyl acetate, washed successively with saturated aqueous sodium hydrogencarbonate and saturated brine, dried over magnesium sulfate and concentrated. The resulting residue was applied on a silica gel column and eluted with chloroform/methanol (10:1) to obtain the title compound (28.... The reactants are resultant mixture, C1(CCCC1)OC=1C=C(C=O)C=CC1OC (3-cyclopentyloxy-4-methoxybenzaldehyde), C1(=CC=CC=C1)C (toluene), C1(=CC=CC=C1)[Li] (phenyllithium), O (Water). Solvent: O1CCCC1 (tetrahydrofuran). Product: C1(CCCC1)OC=1C=C(C=CC1OC)C(C1=CC=CC=C1)O (α-(3-cyclopentyloxy-4-methoxyphenyl)benzylalcohol). Reaction SMILES: [CH:1]1([O:6][C:7]2[CH:8]=[C:9]([CH:12]=[CH:13][C:14]=2[O:15][CH3:16])[CH:10]=[O:11])[CH2:5][CH2:4][CH2:3][CH2:2]1.[C:17]1(C)[CH:22]=[CH:21][CH:20]=[CH:19][CH:18]=1.C1([Li])C=CC=CC=1.O>O1CCCC1>[CH:1]1([O:6][C:7]2[CH:8]=[C:9]([CH:10]([OH:11])[C:17]3[CH:22]=[CH:21][CH:20]=[CH:19][CH:18]=3)[CH:12]=[CH:13][C:14]=2[O:15][CH3:16])[CH2:2][CH2:3][CH2:4][CH2:5]1. Procedure: A solution of 3-cyclopentyloxy-4-methoxybenzaldehyde (10.00 g, 45.40 mM) in dried tetrahydrofuran (50 ml) was cooled to −78° C. A toluene solution of phenyllithium (49.94 mM) was dropped into this solution and the resultant mixture was stirred at that temperature for 5 hours. Water was added to the solution obtained, which was then warmed to room temperature and extracted with diethyl ether. The extract was dried over anhydrous magnesium sulfate, then the solvent was removed in vacuo to obtain a... Reactants: COC1=CC=C(CN2N=CC3=C2N=CC=2CNCCC32)C=C1 (3-(4-methoxybenzyl)-6,7,8,9-tetrahydro-3H-pyrazolo[3,4-c][2,7]naphthyridine), C1(=CC=CC=C1)CC(=O)Cl (2-phenylacetyl chloride). As a reaction SMILES: [CH3:1][O:2][C:3]1[CH:22]=[CH:21][C:6]([CH2:7][N:8]2[C:12]3[N:13]=[CH:14][C:15]4[CH2:16][NH:17][CH2:18][CH2:19][C:20]=4[C:11]=3[CH:10]=[N:9]2)=[CH:5][CH:4]=1.[C:23]1([CH2:29][C:30](Cl)=[O:31])[CH:28]=[CH:27][CH:26]=[CH:25][CH:24]=1>ClCCCl>[CH3:1][O:2][C:3]1[CH:4]=[CH:5][C:6]([CH2:7][N:8]2[C:12]3[N:13]=[CH:14][C:15]4[CH2:16][N:17]([C:30](=[O:31])[CH2:29][C:23]5[CH:28]=[CH:27][CH:26]=[CH:25][CH:24]=5)[CH2:18][CH2:19][C:20]=4[C:11]=3[CH:10]=[N:9]2)=[CH:21][CH:22]=1. Yield: 99.6%. Yields the product COC1=CC=C(CN2N=CC3=C2N=CC=2CN(CCC32)C(CC3=CC=CC=C3)=O)C=C1 (1-(3-(4-methoxybenzyl)-8,9-dihydro-3H-pyrazolo[3,4-c][2,7]naphthyridin-7(6H)-yl)-2-phenylethanone). The solvent is ClCCCl (1,2-dichloroethane). Reported procedure: To a mixture of 3-(4-methoxybenzyl)-6,7,8,9-tetrahydro-3H-pyrazolo[3,4-c][2,7]naphthyridine (0.164 g, 0.56 mmol) and 2-phenylacetyl chloride (0.96 mL, 0.724 mmol) was added 1,2-dichloroethane (2 mL). The reaction mixture was stirred at room temperature for 16 hours. The crude reaction mixture was washed with saturated aqueous sodium bicarbonate (20 mL) and brine (20 mL). The organic extract was dried over Na2SO4 and concentrated under reduced pressure to give the desired product, 1-(3-(4-methoxy... Run at time 16 hour. Reactants: C(C1=CC=CC=C1)[C@H]1C(=O)OC([C@@H](C1)CC1=CC=CC=C1)=O ((S,S)-2,4-dibenzylglutaric anhydride), OCC1OC(OC1)(C)C (4-hydroxymethyl-2,2-dimethyl-1,3-dioxolane). The solvent is C1(=CC=CC=C1)C (toluene). The product is CC1(OCC(O1)COC(=O)[C@@H](C[C@H](C(=O)O)CC1=CC=CC=C1)CC1=CC=CC=C1)C (4-[(2,2-dimethyl-1,3-dioxolan-4-yl)-methoxycarbonyl]-(S,S)-2,4-dibenzylbutyric acid). RXN SMILES: [CH2:1]([C@@H:8]1[CH2:14][C@@H:13]([CH2:15][C:16]2[CH:21]=[CH:20][CH:19]=[CH:18][CH:17]=2)[C:12](=[O:22])[O:11][C:9]1=[O:10])[C:2]1[CH:7]=[CH:6][CH:5]=[CH:4][CH:3]=1.[OH:23][CH2:24][CH:25]1[CH2:29][O:28][C:27]([CH3:31])([CH3:30])[O:26]1>C1(C)C=CC=CC=1>[CH3:30][C:27]1([CH3:31])[O:26][CH:25]([CH2:24][O:23][C:9]([C@H:8]([CH2:1][C:2]2[CH:7]=[CH:6][CH:5]=[CH:4][CH:3]=2)[CH2:14][C@@H:13]([CH2:15][C:16]2[CH:21]=[CH:20][CH:19]=[CH:18][CH:17]=2)[C:12]([OH:11])=[O:22])=[O:10])[CH2:29][O:28]1. Procedure: A solution of 1.0 g of (S,S)-2,4-dibenzylglutaric anhydride and 0.54 g of 4-hydroxymethyl-2,2-dimethyl-1,3-dioxolane in 10 ml of toluene is refluxed overnight. The solution is washed with water, dried (Na2SO4), filtered and concentrated to give 4-[(2,2-dimethyl-1,3-dioxolan-4-yl)-methoxycarbonyl]-(S,S)-2,4-dibenzylbutyric acid as a viscous oil. Starting materials: O=C(O)c1ccc(C(F)(F)F)cn1, CNc1ccc(F)cc1. The reagents and catalysts are C1CCC(CC1)N=C=NC2CCCCC2 (DCC), CCN(C(C)C)C(C)C (DIPEA), C1(=C(C(=C(C(=C1F)F)F)F)F)O (Pentafluorophenol). Solvent: CN(C)C=O (DMF), CN(C)C=O (DMF), CN(C)C=O (DMF), CN(C)C=O (DMF), CN(C)C=O (DMF), CN(C)C=O (DMF). Conditions: temperature 25 celsius, time 2 hour. Product: CN(C(=O)c1ccc(C(F)(F)F)cn1)c1ccc(F)cc1. The yield is 41.5%. Reaction SMILES: CNc1ccc(F)cc1.O=C(O)c1ccc(C(F)(F)F)cn1.C1CCC(CC1)N=C=NC2CCCCC2.C1(=C(C(=C(C(=C1F)F)F)F)F)O.CCN(C(C)C)C(C)C.CN(C)C=O>>CN(C(=O)c1ccc(C(F)(F)F)cn1)c1ccc(F)cc1. The reactants are [Br-], CCc1ccc(-c2ccc(-c3ccc(C=O)[se]3)c(F)c2)cc1, C1CCOC1, CCCC[P+](c1ccccc1)(c1ccccc1)c1ccccc1, CC(C)(C)[O-], Cl, [K+], O. The product is CCCC=Cc1ccc(-c2ccc(-c3ccc(CC)cc3)cc2F)[se]1. RXN SMILES: [Br-:36].[CH2:1]([CH3:2])[c:3]1[cH:4][cH:5][c:6](-[c:9]2[cH:10][c:11]([F:22])[c:12](-[c:15]3[cH:16][cH:17][c:18]([CH:20]=[O:21])[se:19]3)[cH:13][cH:14]2)[cH:7][cH:8]1.[CH2:31]1[CH2:32][CH2:33][CH2:34][O:35]1.[CH2:37]([P+:38]([c:39]1[cH:40][cH:41][cH:42][cH:43][cH:44]1)([c:45]1[cH:46][cH:47][cH:48][cH:49][cH:50]1)[c:51]1[cH:52][cH:53][cH:54][cH:55][cH:56]1)[CH2:57][CH2:58][CH3:59].[CH3:23][C:24]([CH3:25])([O-:26])[CH3:27].[ClH:30].[K+:28].[OH2:29]>>[CH2:1]([CH3:2])[c:3]1[cH:4][cH:5][c:6](-[c:9]2[cH:10][c:11]([F:22])[c:12](-[c:15]3[cH:16][cH:17][c:18]([CH:20]=[CH:31][CH2:32][CH2:33][CH3:34])[se:19]3)[cH:13][cH:14]2)[cH:7][cH:8]1. Reactants: COC(=O)Cc1cccc(NC(=O)c2ccc(Br)o2)c1, Cc1ccc(B(O)O)cc1. Yields the product COC(=O)Cc1cccc(NC(=O)c2ccc(-c3ccc(C)cc3)o2)c1. Reaction SMILES: [CH3:1][O:2][C:3]([CH2:4][c:5]1[cH:6][c:7]([NH:11][C:12](=[O:13])[c:14]2[o:15][c:16]([Br:19])[cH:17][cH:18]2)[cH:8][cH:9][cH:10]1)=[O:20].[CH3:21][c:22]1[cH:23][cH:24][c:25]([B:28]([OH:29])[OH:30])[cH:26][cH:27]1>>[CH3:1][O:2][C:3]([CH2:4][c:5]1[cH:6][c:7]([NH:11][C:12](=[O:13])[c:14]2[o:15][c:16](-[c:25]3[cH:24][cH:23][c:22]([CH3:21])[cH:27][cH:26]3)[cH:17][cH:18]2)[cH:8][cH:9][cH:10]1)=[O:20].